From a dataset of the Open Reaction Database (ORD), a public repository of structured organic reaction records. describe an organic reaction: reactants, conditions, products, and yield Reactants: N(=O)OC (methyl nitrite), O=O (oxygen), N(=O)OC (methyl nitrite), C(C)O (ethanol), C(CC)O (propanol), alcohol, CO, N(=O)OC (methyl nitrite). The solvent is C(CCC)O (butanol). Yields the product N(=O)OCC (ethyl nitrite), N(=O)OCCC (propyl nitrite), N(=O)OCCCC (butyl nitrite). Reaction SMILES: [N:1]([O:3][CH3:4])=[O:2].[CH2:5](O)C.[CH2:8]([OH:11])[CH2:9][CH3:10].O=O>C(O)CCC>[N:1]([O:3][CH2:4][CH3:5])=[O:2].[N:1]([O:11][CH2:8][CH2:9][CH3:10])=[O:2].[N:1]([O:3][CH2:4][CH2:8][CH2:9][CH3:10])=[O:2]. Procedure: It is well-known that during the two-step reaction process of preparing ethylene glycol by synthesis gas, the selection of the CO coupling route of producing oxalate is very important. In view of the practical industrial applications, it is generally thought that the technical route of firstly producing dimethyl oxalate by CO coupling, and then hydrogenating dimethyl oxalate to produce ethylene glycol is the most feasible. However, the CO coupling reaction course needs to consume NO. Therefore, ... Starting materials: CS(=O)(=O)Cl (methanesulfonyl chloride), Cl (hydrochloric acid), COC=1C(=C(C=CC1OCOC)NC(C(C)(C)C)=O)C (N-[3-methoxy-4-(methoxymethoxy)-2-methylphenyl]-2,2-dimethylpropanamide), O (water). Solvent: N1=CC=CC=C1 (pyridine), CO (methanol). Reaction conditions: temperature 60 celsius, time 18 hour. The product is CS(=O)(=O)OC1=C(C(=C(C=C1)NC(C(C)(C)C)=O)C)OC (4-[(2,2-dimethylpropanoyl)amino]-2-methoxy-3-methylphenyl methanesulfonate). Yield: 100.2%. RXN SMILES: Cl.[CH3:2][O:3][C:4]1[C:5]([CH3:21])=[C:6]([NH:14][C:15](=[O:20])[C:16]([CH3:19])([CH3:18])[CH3:17])[CH:7]=[CH:8][C:9]=1[O:10]COC.O.[CH3:23][S:24](Cl)(=[O:26])=[O:25]>CO.N1C=CC=CC=1>[CH3:23][S:24]([O:10][C:9]1[CH:8]=[CH:7][C:6]([NH:14][C:15](=[O:20])[C:16]([CH3:19])([CH3:18])[CH3:17])=[C:5]([CH3:21])[C:4]=1[O:3][CH3:2])(=[O:26])=[O:25]. Procedure details: A 6N aqueous hydrochloric acid solution (0.355 ml, 2.13 mmol) was added dropwise to a solution of N-[3-methoxy-4-(methoxymethoxy)-2-methylphenyl]-2,2-dimethylpropanamide (300 mg, 1.07 mmol) in methanol (3 ml) at room temperature. After 18 hours, the reaction solution was poured into water (30 ml) and extracted with ethyl acetate (30 ml×2), and the ethyl acetate layer was washed with a saturated aqueous sodium chloride solution and then dried over anhydrous magnesium sulfate. The ethyl acetate la... Yields the product FC(C=1C=C(C=C(C1)C(F)(F)F)[C@@H](C)O[C@@H]1[C@H]([C@@H]([C@H](CC1)C(=O)O)C(=O)OCC)C1=CC=C(C=C1)F)(F)F ((1S,2S,3R,4S)-4-{(1R)-1-[3,5-bis(trifluoromethyl)phenyl]ethoxy}-2-(ethoxycarbonyl)-3-(4-fluorophenyl)cyclohexanecarboxylic acid). Yield: 94.5%. Starting materials: FC(C=1C=C(C=C(C1)C(F)(F)F)[C@@H](C)O[C@@H]1[C@H]([C@@H]([C@H](CC1)C(=O)OCC)C(=O)OCC)C1=CC=C(C=C1)F)(F)F (Diethyl (1S,2S,3R,4S)-4-{(1R)-1-[3,5-bis(trifluoromethyl)phenyl]ethoxy}-3-(4-fluorophenyl)cyclohexane-1,2-dicarboxylate), intermediate, [OH-].[Na+] (NaOH). Reported procedure: Diethyl (1S,2S,3R,4S)-4-{(1R)-1-[3,5-bis(trifluoromethyl)phenyl]ethoxy}-3-(4-fluorophenyl)cyclohexane-1,2-dicarboxylate (3.0 g, 5.19 mmol, intermediate from Example 1, Step 1) was dissolved 50 mL methanol. NaOH (20 mL, 5 N) was added at room temperature. The mixture was stirred for 20 hr. Solvent methanol and water were removed under vacuum. The residue was dissolved in 100 mL 2N aq. HCl. The aqueous layer was extracted with ethyl acetate (2×100 mL). The combined organic extracts were washed wit... Reaction SMILES: [F:1][C:2]([F:40])([F:39])[C:3]1[CH:4]=[C:5]([C@H:13]([O:15][C@H:16]2[CH2:21][CH2:20][C@H:19]([C:22]([O:24]CC)=[O:23])[C@@H:18]([C:27]([O:29][CH2:30][CH3:31])=[O:28])[C@@H:17]2[C:32]2[CH:37]=[CH:36][C:35]([F:38])=[CH:34][CH:33]=2)[CH3:14])[CH:6]=[C:7]([C:9]([F:12])([F:11])[F:10])[CH:8]=1.[OH-].[Na+]>CO>[F:39][C:2]([F:1])([F:40])[C:3]1[CH:4]=[C:5]([C@H:13]([O:15][C@H:16]2[CH2:21][CH2:20][C@H:19]([C:22]([OH:24])=[O:23])[C@@H:18]([C:27]([O:29][CH2:30][CH3:31])=[O:28])[C@@H:17]2[C:32]2[CH:33]=[CH:34][C:35]([F:38])=[CH:36][CH:37]=2)[CH3:14])[CH:6]=[C:7]([C:9]([F:10])([F:11])[F:12])[CH:8]=1 |f:1.2|. Conditions: time 20 hour. Run in CO (methanol).